Dataset: the Open Reaction Database (ORD), a public repository of structured organic reaction records. Task: describe an organic reaction: reactants, conditions, products, and yield Reactants: CC(C)(C)OC(=O)c1ccc(Br)cc1, Cc1ccccc1, [K+], [K+], [K+], O=P([O-])([O-])[O-], CCOC(=O)CN=C(c1ccccc1)c1ccccc1. Product: CCOC(=O)C(N=C(c1ccccc1)c1ccccc1)c1ccc(C(=O)OC(C)(C)C)cc1. As a reaction SMILES: [Br:1][c:2]1[cH:3][cH:4][c:5]([C:6](=[O:7])[O:8][C:9]([CH3:10])([CH3:11])[CH3:12])[cH:13][cH:14]1.[CH3:43][c:44]1[cH:45][cH:46][cH:47][cH:48][cH:49]1.[K+:40].[K+:41].[K+:42].[P:35]([O-:36])([O-:37])([O-:38])=[O:39].[c:15]1([C:21](=[N:22][CH2:23][C:24](=[O:25])[O:26][CH2:27][CH3:28])[c:29]2[cH:30][cH:31][cH:32][cH:33][cH:34]2)[cH:16][cH:17][cH:18][cH:19][cH:20]1>>[c:2]1([CH:23]([N:22]=[C:21]([c:15]2[cH:16][cH:17][cH:18][cH:19][cH:20]2)[c:29]2[cH:30][cH:31][cH:32][cH:33][cH:34]2)[C:24](=[O:25])[O:26][CH2:27][CH3:28])[cH:3][cH:4][c:5]([C:6](=[O:7])[O:8][C:9]([CH3:10])([CH3:11])[CH3:12])[cH:13][cH:14]1. The reactants are BrC1=CC=CC=C1 (bromobenzene), II (iodine), resultant suspension, Cl (HCl), N1=C(Cl)N=C(Cl)N=C1Cl (cyanuric chloride). Run in C1CCOC1 (THF), C1CCOC1 (THF), C1CCOC1 (THF), C1(=CC=CC=C1)C (toluene). Conditions: temperature 25 celsius, time 3 hour. Product: ClC1=NC(=NC(=N1)Cl)C1=CC=CC=C1 (2,4-dichloro-6-phenyl-1,3,5-triazine). The yield is 61.0%. RXN SMILES: II.Br[C:4]1[CH:9]=[CH:8][CH:7]=[CH:6][CH:5]=1.[N:10]1[C:17]([Cl:18])=[N:16][C:14](Cl)=[N:13][C:11]=1[Cl:12].Cl>C1COCC1.C1(C)C=CC=CC=1>[Cl:12][C:11]1[N:10]=[C:17]([Cl:18])[N:16]=[C:14]([C:4]2[CH:9]=[CH:8][CH:7]=[CH:6][CH:5]=2)[N:13]=1. Reported procedure: 7.80 g (0.32 mol) of iodine-activated magnesium turnings in 20 ml of anhydrous THF are heated briefly to 60° C. Then 47.1 g (0.30 mol) of bromobenzene and 80 ml of THF are added dropwise over 30 min and the mixture is heated for 1.5 hours to 65° C. After cooling, the Grignard solution is added over 1 hour to a mixture of 51.6 g (0.28 mol) of cyanuric chloride and 140 ml of THF, while keeping the temperature of the mixture in the range from 10° to 20° C. When the addition is complete, the mixture... The reactants are [Al+3].[Cl-].[Cl-].[Cl-] (AlCl3), COC=1C(=CC2=C(OCCO2)C1)C=O (7-Methoxy-2,3-dihydro-1,4-benzodioxin-6-carbaldehyde), ice. Solvent: C(Cl)Cl (CH2Cl2), C(Cl)Cl (CH2Cl2). Reaction conditions: time 2 hour. Product: OC=1C(=CC2=C(OCCO2)C1)C=O (7-Hydroxy-2,3-dihydro-1,4-benzodioxin-6-carbaldehyde). RXN SMILES: [Al+3].[Cl-].[Cl-].[Cl-].C[O:6][C:7]1[C:8]([CH:17]=[O:18])=[CH:9][C:10]2[O:15][CH2:14][CH2:13][O:12][C:11]=2[CH:16]=1>C(Cl)Cl>[OH:6][C:7]1[C:8]([CH:17]=[O:18])=[CH:9][C:10]2[O:15][CH2:14][CH2:13][O:12][C:11]=2[CH:16]=1 |f:0.1.2.3|. Procedure: 4 eq. of AlCl3 are suspended in 10 ml of anhydrous CH2Cl2. Under an inert atmosphere, 100 mg (5.55 mmol) of the compound obtained in Step C, dissolved in 10 ml of anhydrous CH2Cl2, are added to that mixture and allowed to act for 2 hours at ambient temperature. The mixture is hydrolysed with an ice-cold 2N HCl solution; the solution is then extracted with CH2Cl2 and dried over MgSO4. After evaporation of the solvent, purification on a silica column (eluant: PE/AcOEt 7/3) is carried out and the p... The reactants are C(#N)C1=C(CBr)C=CC=C1 (2-Cyanobenzyl bromide), C(=O)([O-])[O-].[K+].[K+] (K2CO3), C(C)(C)(C)OC(CN1C(=NC2=C1C=CC(=C2)NS(=O)(=O)C2=CC=C(C=C2)F)CCC)=O ([5-(4-fluoro-benzenesulfonylamino)-2-propyl-benzoimidazol-1-yl]-acetic acid tert-butyl ester). Run in CC#N (CH3CN), CCOC(=O)C (EtOAc), O (H2O). Conditions: temperature 80 celsius, time 8 hour. Yields the product C(C)(C)(C)OC(CN1C(=NC2=C1C=CC(=C2)N(S(=O)(=O)C2=CC=C(C=C2)F)CC2=C(C=CC=C2)C#N)CCC)=O ({5-[(2-Cyano-benzyl)-(4-fluoro-benzenesulfonyl)-amino]-2-propyl-benzoimidazol-1-yl}-acetic acid tert-butyl ester). Reaction SMILES: [C:1]([C:3]1[CH:10]=[CH:9][CH:8]=[CH:7][C:4]=1[CH2:5]Br)#[N:2].C([O-])([O-])=O.[K+].[K+].[C:17]([O:21][C:22](=[O:47])[CH2:23][N:24]1[C:28]2[CH:29]=[CH:30][C:31]([NH:33][S:34]([C:37]3[CH:42]=[CH:41][C:40]([F:43])=[CH:39][CH:38]=3)(=[O:36])=[O:35])=[CH:32][C:27]=2[N:26]=[C:25]1[CH2:44][CH2:45][CH3:46])([CH3:20])([CH3:19])[CH3:18]>CC#N.CCOC(C)=O.O>[C:17]([O:21][C:22](=[O:47])[CH2:23][N:24]1[C:28]2[CH:29]=[CH:30][C:31]([N:33]([CH2:5][C:4]3[CH:7]=[CH:8][CH:9]=[CH:10][C:3]=3[C:1]#[N:2])[S:34]([C:37]3[CH:38]=[CH:39][C:40]([F:43])=[CH:41][CH:42]=3)(=[O:35])=[O:36])=[CH:32][C:27]=2[N:26]=[C:25]1[CH2:44][CH2:45][CH3:46])([CH3:20])([CH3:19])[CH3:18] |f:1.2.3|. Procedure details: 2-Cyanobenzyl bromide (0.27 mmol) and K2CO3 (63 mg, 0.45 mmol) were added to a solution of [5-(4-fluoro-benzenesulfonylamino)-2-propyl-benzoimidazol-1-yl]-acetic acid tert-butyl ester (40 mg, 0.09 mmol) in CH3CN (1 mL), and stirred overnight at 80° C. The reaction mixture was diluted with EtOAc and H2O, and then filtered through an Extrelut column. The column was washed with EtOAc, and the filtrate was concentrated. The crude product was carried onto the next reaction without any further purific... Starting materials: CC(=O)OCC(=C(CO)c1ccccc1)c1ccc(S(C)(=O)=O)cc1, CC(C)(C)O, C1CCOC1, CC=C(C)C, [O-][Cl+][O-], ClCCl, [Na+], O, O=P(O)(O)O. Product: CC(=O)OCC(=C(C(=O)O)c1ccccc1)c1ccc(S(C)(=O)=O)cc1. RXN SMILES: [C:1]([CH3:2])(=[O:3])[O:4][CH2:5][C:6](=[C:7]([CH2:8][OH:9])[c:10]1[cH:11][cH:12][cH:13][cH:14][cH:15]1)[c:16]1[cH:17][cH:18][c:19]([S:22](=[O:23])(=[O:24])[CH3:25])[cH:20][cH:21]1.[C:48]([OH:49])([CH3:50])([CH3:51])[CH3:52].[CH2:43]1[O:44][CH2:45][CH2:46][CH2:47]1.[CH3:26][C:27](=[CH:28][CH3:29])[CH3:30].[Cl+:36]([O-:37])[O-:38].[Cl:40][CH2:41][Cl:42].[Na+:39].[OH2:53].[P:31]([OH:32])(=[O:33])([OH:34])[OH:35]>>[C:1]([CH3:2])(=[O:3])[O:4][CH2:5][C:6](=[C:7]([C:8](=[O:9])[OH:32])[c:10]1[cH:11][cH:12][cH:13][cH:14][cH:15]1)[c:16]1[cH:17][cH:18][c:19]([S:22](=[O:23])(=[O:24])[CH3:25])[cH:20][cH:21]1. The reactants are C(C1=CC=CC=C1)OC1=C(C=C(C=C1)CC(=O)N1CC2=C(CC1)OC(=C2)CN(C)C)OC (2-(4-Benzyloxy-3-methoxyphenyl)-1-(2-dimethylaminomethyl-6,7-dihydro-4H-furo[3,2-c]pyridin-5-yl)ethan-1-one), Cl (hydrogen chloride). Solvent: CO (methanol), C(C)(=O)OCC (ethyl acetate). The product is Cl.C(C1=CC=CC=C1)OC1=C(C=C(C=C1)CC(=O)N1CC2=C(CC1)OC(=C2)CN(C)C)OC (2-(4-benzyloxy-3-methoxyphenyl)-1-(2-dimethylaminomethyl-6,7-dihydro-4H-furo[3,2-c]pyridin-5-yl)ethan-1-one hydrochloride). RXN SMILES: [CH2:1]([O:8][C:9]1[CH:14]=[CH:13][C:12]([CH2:15][C:16]([N:18]2[CH2:23][CH2:22][C:21]3[O:24][C:25]([CH2:27][N:28]([CH3:30])[CH3:29])=[CH:26][C:20]=3[CH2:19]2)=[O:17])=[CH:11][C:10]=1[O:31][CH3:32])[C:2]1[CH:7]=[CH:6][CH:5]=[CH:4][CH:3]=1.[ClH:33]>CO.C(OCC)(=O)C>[ClH:33].[CH2:1]([O:8][C:9]1[CH:14]=[CH:13][C:12]([CH2:15][C:16]([N:18]2[CH2:23][CH2:22][C:21]3[O:24][C:25]([CH2:27][N:28]([CH3:30])[CH3:29])=[CH:26][C:20]=3[CH2:19]2)=[O:17])=[CH:11][C:10]=1[O:31][CH3:32])[C:2]1[CH:7]=[CH:6][CH:5]=[CH:4][CH:3]=1 |f:4.5|. Reported procedure: 2-(4-Benzyloxy-3-methoxyphenyl)-1-(2-dimethylaminomethyl-6,7-dihydro-4H-furo[3,2-c]pyridin-5-yl)ethan-1-one 0.180 g was dissolved in 2 ml of methanol; hydrogen chloride in ethyl acetate was added in excess, followed by stirring. After this mixture was concentrated, diethyl ether was added; the resulting solid was filtered and washed with diethyl ether to yield the desired product. Starting materials: Cc1ccccc1, O=[N+]([O-])c1cc(Cl)c(N=C=S)c(Cl)c1, Cl, NCCCN. Product: O=[N+]([O-])c1cc(Cl)c(N=C2NCCCN2)c(Cl)c1. Reaction SMILES: [CH3:21][c:22]1[cH:23][cH:24][cH:25][cH:26][cH:27]1.[Cl:6][c:7]1[c:8]([N:17]=[C:18]=[S:19])[c:9]([Cl:16])[cH:10][c:11]([N+:13](=[O:14])[O-:15])[cH:12]1.[ClH:20].[NH2:1][CH2:2][CH2:3][CH2:4][NH2:5]>>[NH:1]1[CH2:2][CH2:3][CH2:4][NH:5][C:18]1=[N:17][c:8]1[c:7]([Cl:6])[cH:12][c:11]([N+:13](=[O:14])[O-:15])[cH:10][c:9]1[Cl:16]. Starting materials: CCOC(=O)C(C)(Cc1ccccc1)Oc1ccc(OCCc2nc(-c3cccc(-c4ccccc4)c3)oc2C)cc1, CO, [Na+], [OH-]. Product: Cc1oc(-c2cccc(-c3ccccc3)c2)nc1CCOc1ccc(OC(C)(Cc2ccccc2)C(=O)O)cc1. RXN SMILES: [CH2:1]([CH3:2])[O:3][C:4]([C:5]([CH2:6][c:7]1[cH:8][cH:9][cH:10][cH:11][cH:12]1)([CH3:13])[O:14][c:15]1[cH:16][cH:17][c:18]([O:21][CH2:22][CH2:23][c:24]2[n:25][c:26](-[c:30]3[cH:31][c:32](-[c:36]4[cH:37][cH:38][cH:39][cH:40][cH:41]4)[cH:33][cH:34][cH:35]3)[o:27][c:28]2[CH3:29])[cH:19][cH:20]1)=[O:42].[CH3:45][OH:46].[Na+:44].[OH-:43]>>[O:3]=[C:4]([C:5]([CH2:6][c:7]1[cH:8][cH:9][cH:10][cH:11][cH:12]1)([CH3:13])[O:14][c:15]1[cH:16][cH:17][c:18]([O:21][CH2:22][CH2:23][c:24]2[n:25][c:26](-[c:30]3[cH:31][c:32](-[c:36]4[cH:37][cH:38][cH:39][cH:40][cH:41]4)[cH:33][cH:34][cH:35]3)[o:27][c:28]2[CH3:29])[cH:19][cH:20]1)[OH:42]. Reactants: NC=1SC(=CC1C(=O)OCC)C1=CC=NC=C1 (ethyl 2-amino-5-(pyridin-4-yl)thiophene-3-carboxylate), O.[OH-].[Li+] (lithium hydroxide monohydrate). Run in CCO (EtOH), O (water). Reaction conditions: temperature 80 celsius. Product: NC=1SC(=CC1C(=O)O)C1=CC=NC=C1 (2-amino-5-(pyridin-4-yl)thiophene-3-carboxylic acid). Isolated yield 82.2%. Reaction SMILES: [NH2:1][C:2]1[S:3][C:4]([C:12]2[CH:17]=[CH:16][N:15]=[CH:14][CH:13]=2)=[CH:5][C:6]=1[C:7]([O:9]CC)=[O:8].O.[OH-].[Li+]>CCO.O>[NH2:1][C:2]1[S:3][C:4]([C:12]2[CH:13]=[CH:14][N:15]=[CH:16][CH:17]=2)=[CH:5][C:6]=1[C:7]([OH:9])=[O:8] |f:1.2.3|. Procedure: To a solution of ethyl 2-amino-5-(pyridin-4-yl)thiophene-3-carboxylate (400 mg, 1.53 mmol) in EtOH (50 mL) was added a solution of lithium hydroxide monohydrate (256 mg, 6.1 mmol) in water (5 mL). The reaction mixture was heated to 80° C. for 2 hour. After removal of the solvent, the residue was dissolved in water and the organic materials were extracted with AcOEt (50 mL). The organic layer was discarded, and the aqueous layer was neutralized with 2N HCl aqueous solution to pH=5 or 6, upon with...